Dataset: the Open Reaction Database (ORD), a public repository of structured organic reaction records. Task: describe an organic reaction: reactants, conditions, products, and yield The reactants are OC=1C=CC=CC1OC. Reagents/catalysts: OC(C)(C)C(O)(C)C, O1B(OCC1)B2OCCO2, N(CC)(CC)CC, N=1C=CC(=CC1C=2N=CC=C(C2)C(C)(C)C)C(C)(C)C, C[OH2+].C[OH2+].C1CC=CCCC=C1.C1CC=CCCC=C1.[Ir].[Ir]. Solvent: ClC(Cl)Cl, C=1C=CC(=CC1)C. Reaction conditions: temperature 80 celsius, time 2 hour. Yields the product OC=1C(OC)=CC=CC1B2OC(C)(C)C(O2)(C)C. Isolated yield 73.0%. Run in C1(=CC=CC=C1)C (toluene). The product is C1(=CC=CC=C1)C=1N=C(OC1C1=CC=CC=C1)C1=CCCCCC1CC1=CC(=CC=C1)OC (1-(4,5-diphenyloxazol-2-yl)-7-(3-methoxybenzyl)-1-cycloheptene). RXN SMILES: O[C:2]1([C:18]2[O:19][C:20]([C:29]3[CH:34]=[CH:33][CH:32]=[CH:31][CH:30]=3)=[C:21]([C:23]3[CH:28]=[CH:27][CH:26]=[CH:25][CH:24]=3)[N:22]=2)[CH2:8][CH2:7][CH2:6][CH2:5][CH2:4][CH:3]1[CH2:9][C:10]1[CH:15]=[CH:14][CH:13]=[C:12]([O:16][CH3:17])[CH:11]=1.C1(C)C=CC(S(O)(=O)=O)=CC=1>C1(C)C=CC=CC=1>[C:23]1([C:21]2[N:22]=[C:18]([C:2]3[CH:3]([CH2:9][C:10]4[CH:15]=[CH:14][CH:13]=[C:12]([O:16][CH3:17])[CH:11]=4)[CH2:4][CH2:5][CH2:6][CH2:7][CH:8]=3)[O:19][C:20]=2[C:29]2[CH:34]=[CH:33][CH:32]=[CH:31][CH:30]=2)[CH:24]=[CH:25][CH:26]=[CH:27][CH:28]=1. Starting materials: OC1(C(CCCCC1)CC1=CC(=CC=C1)OC)C=1OC(=C(N1)C1=CC=CC=C1)C1=CC=CC=C1 (1-hydroxy-1-(4,5-diphenyloxazol-2-yl)-2-(3-methoxybenzyl)cycloheptane), C1(=CC=C(C=C1)S(=O)(=O)O)C (p-toluenesulfonic acid). Yield: 94.1%. Procedure details: A mixture of 1-hydroxy-1-(4,5-diphenyloxazol-2-yl)-2-(3-methoxybenzyl)cycloheptane (5.2 g) and p-toluenesulfonic acid (500 mg) in toluene (50 ml) was stirred under reflux for 4 hours. The solution was washed with water, sat. NaHCO3 and brine, dried over MgSO4, and evaporated in vacuo. The residue was purified by chromatography on silica gel to afford 1-(4,5-diphenyloxazol-2-yl)-7-(3-methoxybenzyl)-1-cycloheptene (4.7 g). Reactants: 9A, C(C)C1CCC(C(N1)C1=CC=CC=C1)N (6-Ethyl-2-phenyl-piperidin-3-ylamine), C(C)[C@H]1CC[C@@H]([C@@H](N1)C1=CC=CC=C1)N ((2S,3S,6S)-6-Ethyl-2-phenyl-piperidin-3-ylamine), C(C)[C@@H]1CC[C@H]([C@H](N1)C1=CC=CC=C1)N ((2R,3R,6R)-6-Ethyl-2-phenyl-piperidin-3-ylamine), COC1=C(C=C2N(C(C3C(C2=C1)C3)=O)C)C=O (6-Methoxy-3-methyl-2-oxo-1a,2,3,7b-tetrahydro-1H-3-aza-cyclopropa[a]naphthalene-5-carbaldehyde), (1S,1aR)-6-Methoxy-3-methyl-2-oxo-1a,2,3,7b-tetrahydro-1H-3-aza-cyclopropa[a]naphthalene-5-carbaldehyde, (1R,1aS)-6-Methoxy-3-methyl-2-oxo-1a,2,3,7b-tetrahydro-1H-3-aza-cyclopropa[a]naphthalene-5-carbaldehyde. Yields the product C(C)C1CCC(C(N1)C1=CC=CC=C1)NCC=1C=C2N(C(C3C(C2=CC1OC)C3)=O)C (5-[(6-Ethyl-2-phenyl-piperidin-3-ylamino)-methyl]-6-methoxy-3-methyl-1,1a,3,7b-tetrahydro-3-aza-cyclopropa[a]naphthalen-2-one). As a reaction SMILES: [CH2:1]([CH:3]1[NH:8][CH:7]([C:9]2[CH:14]=[CH:13][CH:12]=[CH:11][CH:10]=2)[CH:6]([NH2:15])[CH2:5][CH2:4]1)[CH3:2].C([C@@H]1N[C@@H](C2C=CC=CC=2)[C@@H](N)CC1)C.C([C@H]1N[C@H](C2C=CC=CC=2)[C@H](N)CC1)C.[CH3:46][O:47][C:48]1[CH:57]=[C:56]2[C:51]([N:52]([CH3:60])[C:53](=[O:59])[CH:54]3[CH2:58][CH:55]32)=[CH:50][C:49]=1[CH:61]=O>>[CH2:1]([CH:3]1[NH:8][CH:7]([C:9]2[CH:14]=[CH:13][CH:12]=[CH:11][CH:10]=2)[CH:6]([NH:15][CH2:61][C:49]2[CH:50]=[C:51]3[C:56](=[CH:57][C:48]=2[O:47][CH3:46])[CH:55]2[CH2:58][CH:54]2[C:53](=[O:59])[N:52]3[CH3:60])[CH2:5][CH2:4]1)[CH3:2]. Procedure details: By a procedure similar to the previous examples 9 and 9A: prepared through the reaction of 6-Ethyl-2-phenyl-piperidin-3-ylamine [or (2S,3S,6S)-6-Ethyl-2-phenyl-piperidin-3-ylamine or (2R,3R,6R)-6-Ethyl-2-phenyl-piperidin-3-ylamine] with 6-Methoxy-3-methyl-2-oxo-1a,2,3,7b-tetrahydro-1H-3-aza-cyclopropa[a]naphthalene-5-carbaldehyde [or (1S,1aR)-6-Methoxy-3-methyl-2-oxo-1a,2,3,7b-tetrahydro-1H-3-aza-cyclopropa[a]naphthalene-5-carbaldehyde or (1R,1aS)-6-Methoxy-3-methyl-2-oxo-1a,2,3,7b-tetrahydro-1H...